Dataset: the Open Reaction Database (ORD), a public repository of structured organic reaction records. Task: describe an organic reaction: reactants, conditions, products, and yield The reactants are CSC1=CC=C(N)C=C1 (4-methylthioaniline), COC(=O)C#CC(=O)OC (dimethyl-acetylene dicarboxylate). Yields the product CSC=1C=C2C(C=C(NC2=CC1)C(=O)OC)=O (methyl 6-methylthio-4-oxo-1,4-dihydroquinoline-2-carboxylate). Yield: 28.5%. As a reaction SMILES: [CH3:1][S:2][C:3]1[CH:9]=[CH:8][C:6]([NH2:7])=[CH:5][CH:4]=1.[CH3:10][O:11][C:12]([C:14]#[C:15][C:16](OC)=[O:17])=[O:13]>>[CH3:1][S:2][C:3]1[CH:9]=[C:8]2[C:6](=[CH:5][CH:4]=1)[NH:7][C:14]([C:12]([O:11][CH3:10])=[O:13])=[CH:15][C:16]2=[O:17]. Procedure: Using the method described in Example 18a with 4-methylthioaniline (20 g) and dimethyl-acetylene dicarboxylate (20.21 g) as reagents gave methyl 6-methylthio-4-oxo-1,4-dihydroquinoline-2-carboxylate (10.12 g), m.p. 264°-266° C. δ (360 MHz, DMSO-d6), 2.55 (3H, s, CH3S), 3.96 (3H, s, CH3O), 6.68 (1H, s, 3-H), 7.64 (1H, dd, 7-H), 7.83 (1H, d, 5-H) and 7.89 (1H, d, 8-H). Starting materials: C(C)OC(CC1CN(CCC1)CC1COC2=C(O1)C=CC=C2)=O ([1-(2,3-dihydrobenzo-[1,4]dioxin-2-ylmethyl)piperidin-3-yl]acetic acid ethyl ester), [H-].[H-].[H-].[H-].[Li+].[Al+3] (LiAlH4), O (Water). Run in C1CCOC1 (THF), C1CCOC1 (THF). The product is O1C(COC2=C1C=CC=C2)CN2CC(CCC2)CCO (2-[1-(2,3-Dihydrobenzo[1,4]dioxin-2-ylmethyl)piperidin-3-yl]ethanol). RXN SMILES: [H-].[H-].[H-].[H-].[Li+].[Al+3].C([O:9][C:10](=O)[CH2:11][CH:12]1[CH2:17][CH2:16][CH2:15][N:14]([CH2:18][CH:19]2[O:24][C:23]3[CH:25]=[CH:26][CH:27]=[CH:28][C:22]=3[O:21][CH2:20]2)[CH2:13]1)C.O>C1COCC1>[O:24]1[C:23]2[CH:25]=[CH:26][CH:27]=[CH:28][C:22]=2[O:21][CH2:20][CH:19]1[CH2:18][N:14]1[CH2:15][CH2:16][CH2:17][CH:12]([CH2:11][CH2:10][OH:9])[CH2:13]1 |f:0.1.2.3.4.5|. Procedure: To a suspension of LiAlH4 (0.12 g, 3.16 mmol) in dry THF (4 ml) was added [1-(2,3-dihydrobenzo-[1,4]dioxin-2-ylmethyl)piperidin-3-yl]acetic acid ethyl ester 2.0 g (0.62 mmol) in dry THF (2 ml). The reaction mixture was refluxed for 1.5 h. Water was slowly added and the reaction mixture was extracted with EtOAc (3×20 ml). The combined organic phases were dried (Na2SO4), filtered and the filtrate was evaporated to give the desired product which was purified by column chromatography (EtOAc/heptane,... Reactants: CC(=O)[O-], COc1ccc(OCC#N)cc1, CO, Cl, NO, [Na+]. Product: COc1ccc(OCC(N)=NO)cc1. RXN SMILES: [CH3:17][C:18](=[O:19])[O-:20].[CH3:1][O:2][c:3]1[cH:4][cH:5][c:6]([O:7][CH2:8][C:9]#[N:10])[cH:11][cH:12]1.[CH3:21][OH:22].[ClH:13].[NH2:14][OH:15].[Na+:16]>>[CH3:1][O:2][c:3]1[cH:4][cH:5][c:6]([O:7][CH2:8][C:9]([NH2:10])=[N:14][OH:15])[cH:11][cH:12]1. The reactants are ClC1=CC=NC2=C(C=CC=C12)Cl (4,8-dichloroquinoline), ClC1=C(C=CC(=C1)F)O (2-chloro-4-fluorophenol), ClC1=CC=NC2=C(C=CC=C12)Cl (4,8-dichloroquinoline). As a reaction SMILES: Cl[C:2]1[C:11]2[C:6](=[C:7]([Cl:12])[CH:8]=[CH:9][CH:10]=2)[N:5]=[CH:4][CH:3]=1.[Cl:13][C:14]1[CH:19]=[C:18]([F:20])[CH:17]=[CH:16][C:15]=1[OH:21]>>[Cl:12][C:7]1[CH:8]=[CH:9][CH:10]=[C:11]2[C:6]=1[N:5]=[CH:4][CH:3]=[C:2]2[O:21][C:15]1[CH:16]=[CH:17][C:18]([F:20])=[CH:19][C:14]=1[Cl:13]. Product: ClC=1C=CC=C2C(=CC=NC12)OC1=C(C=C(C=C1)F)Cl (8-chloro-4-(2-chloro-4-fluorophenoxy)quinoline). Reported procedure: A mixture of 2.0 g of 4,8-dichloroquinoline and 2.96 g of 2-chloro-4-fluorophenol was heated to 160° C. and stirred. Progress of the reaction was monitored using TLC. When no 4,8-dichloroquinoline remained, the product was washed with base to remove phenol, then purified using HPLC. A brown solid resulted, which was recrystallized in heptane to give 1.54 g of the title product as yellow crystals. Yield: 49%. M.P. 99°-101° C. Run at temperature 160 celsius. Yield: 49.5%. Reactants: CC(=O)C1=C(C)Nc2cc[nH]c(=O)c2C1c1cccc2c(=O)cc(C)oc12, C1CCOC1, CO, CCOS(=O)(=O)C(F)(F)F. Product: CCOc1nccc2c1C(c1cccc3c(=O)cc(C)oc13)C(C(C)=O)=C(C)N2. Reaction SMILES: [C:1]([CH3:2])(=[O:3])[C:4]1=[C:5]([CH3:27])[NH:6][c:7]2[cH:8][cH:9][nH:10][c:11](=[O:26])[c:12]2[CH:13]1[c:14]1[cH:15][cH:16][cH:17][c:18]2[c:19](=[O:25])[cH:20][c:21]([CH3:24])[o:22][c:23]12.[CH2:40]1[O:41][CH2:42][CH2:43][CH2:44]1.[CH3:38][OH:39].[F:28][C:29]([F:30])([F:31])[S:32]([O:33][CH2:34][CH3:35])(=[O:36])=[O:37]>>[C:1]([CH3:2])(=[O:3])[C:4]1=[C:5]([CH3:27])[NH:6][c:7]2[cH:8][cH:9][n:10][c:11]([O:26][CH2:34][CH3:35])[c:12]2[CH:13]1[c:14]1[cH:15][cH:16][cH:17][c:18]2[c:19](=[O:25])[cH:20][c:21]([CH3:24])[o:22][c:23]12. Starting materials: OC1=C(C(N(C2=NC=CC=C12)C1=CC=CC=C1)=O)C(CC1=CC(=CC=C1)[N+](=O)[O-])=O (4-hydroxy-3-[1-oxo-2-(3-nitrophenyl)ethyl]-1-phenyl-1,8-naphthyridin-2 (1H)-one), O.NN (hydrazine monohydrate). Solvent: CN(C)C=O (DMF). Yields the product [N+](=O)([O-])C=1C=C(CC2=NNC3=C2C(N(C=2N=CC=CC32)C3=CC=CC=C3)=O)C=CC1 (3-(3-nitrobenzyl)-5-phenyl-1H-pyrazolo[4,3-c][1,8]naphthyridin-4 (5H)-one). Yield: 70.4%. RXN SMILES: O[C:2]1[C:11]2[C:6](=[N:7][CH:8]=[CH:9][CH:10]=2)[N:5]([C:12]2[CH:17]=[CH:16][CH:15]=[CH:14][CH:13]=2)[C:4](=[O:18])[C:3]=1[C:19](=O)[CH2:20][C:21]1[CH:26]=[CH:25][CH:24]=[C:23]([N+:27]([O-:29])=[O:28])[CH:22]=1.O.[NH2:32][NH2:33]>CN(C=O)C>[N+:27]([C:23]1[CH:22]=[C:21]([CH:26]=[CH:25][CH:24]=1)[CH2:20][C:19]1[C:3]2[C:4](=[O:18])[N:5]([C:12]3[CH:17]=[CH:16][CH:15]=[CH:14][CH:13]=3)[C:6]3[N:7]=[CH:8][CH:9]=[CH:10][C:11]=3[C:2]=2[NH:33][N:32]=1)([O-:29])=[O:28] |f:1.2|. Reported procedure: To a suspension of 4-hydroxy-3-[1-oxo-2-(3-nitrophenyl)ethyl]-1-phenyl-1,8-naphthyridin-2 (1H)-one (568 mg, 1.42 mmol, prepared in Synthetic Example 19) in DMF (14 ml) was added hydrazine monohydrate (80%, 203 μl, 5.07 mmol, 3.6 eq.), and the mixture was treated in the same manner as in Example 24 to give 3-(3-nitrobenzyl)-5-phenyl-1H-pyrazolo[4,3-c][1,8]naphthyridin-4 (5H)-one (397 mg, 71%). Reactants: BrCC=1C=C2C=C(C(=NC2=CC1)C(=O)OCC)C (ethyl 6-bromomethyl-3-methylquinoline-2-carboxylate), C(C)(=O)[O-].[Na+] (sodium acetate), O (water). The yield is 69.3%. Procedure: To a solution of ethyl 6-bromomethyl-3-methylquinoline-2-carboxylate (700 mg) in dimethylformamide (7 ml) was added sodium acetate (373 mg) at ambient temperature, and the mixture was stirred for 24 hours at the same temperature. The reaction mixture was poured into water and extracted with ethyl acetate. The organic layer was washed with water, sodium bicarbonate solution and brine, dried over magnesium sulfate, and concentrated in vacuo. The residue was purified by preparative thin-layer chrom... Solvent: CN(C=O)C (dimethylformamide). Product: C(C)(=O)OCC=1C=C2C=C(C(=NC2=CC1)C(=O)OCC)C (ethyl 6-acetoxymethyl-3-methylquinoline-2-carboxylate). As a reaction SMILES: Br[CH2:2][C:3]1[CH:4]=[C:5]2[C:10](=[CH:11][CH:12]=1)[N:9]=[C:8]([C:13]([O:15][CH2:16][CH3:17])=[O:14])[C:7]([CH3:18])=[CH:6]2.[C:19]([O-:22])(=[O:21])[CH3:20].[Na+].O>CN(C)C=O>[C:19]([O:22][CH2:2][C:3]1[CH:4]=[C:5]2[C:10](=[CH:11][CH:12]=1)[N:9]=[C:8]([C:13]([O:15][CH2:16][CH3:17])=[O:14])[C:7]([CH3:18])=[CH:6]2)(=[O:21])[CH3:20] |f:1.2|. Reaction conditions: time 24 hour.